Dataset: the Open Reaction Database (ORD), a public repository of structured organic reaction records. Task: describe an organic reaction: reactants, conditions, products, and yield Reactants: SC(C(C)=O)C (3-mercapto-2-butanone), SC(C(C)=O)C (3-mercapto-2-butanone), SC(C(C)=O)C (3-mercapto-2-butanone), N1CCOCC1 (morpholine), C(C=C)NC(C#C[Si](C)(C)C)=O (N-allyl-3-trimethylsilylpropiolic amide). The solvent is C(C)OCOCC (diethoxymethane). Conditions: time 4 hour. The product is C(C=C)NC(=O)C1C(SC(C1(C)O)C)[Si](C)(C)C (4-hydroxy-4,5-dimethyl-2-trimethylsilanyl-dihydrothiophene-3-carboxylic acid allylamide). Isolated yield 81.8%. Reaction SMILES: [SH:1][CH:2]([CH3:6])[C:3](=[O:5])[CH3:4].N1CCOCC1.[CH2:13]([NH:16][C:17](=[O:24])[C:18]#[C:19][Si:20]([CH3:23])([CH3:22])[CH3:21])[CH:14]=[CH2:15]>C(OCOCC)C>[CH2:13]([NH:16][C:17]([CH:18]1[C:3]([OH:5])([CH3:4])[CH:2]([CH3:6])[S:1][CH:19]1[Si:20]([CH3:21])([CH3:22])[CH3:23])=[O:24])[CH:14]=[CH2:15]. Procedure details: A solution of 3-mercapto-2-butanone (2.1 g, 0.020 mol) and morpholine (1.5 g, 0.017 mol) in diethoxymethane (20 mL) was heated to reflux and treated with N-allyl-3-trimethylsilylpropiolic amide (3.04 g, 0.017 mol). The mixture is heated at reflux under a nitrogen atmosphere overnight. An additional portion of the 3-mercapto-2-butanone (0.7 g, 0.0067 mol) was added, and heating was continued for 4 hours more. A final portion of the 3-mercapto-2-butanone (0.7 g, 0.0067 mol) was added, heating was ... The reactants are FC(C=1C=C(C=C(C1)C(F)(F)F)[C@@H]1[C@@H](N(C(O1)=O)CC1=NC(=CC=C1Br)Cl)C)(F)F ((4S,5R)-5-[3,5-bis(trifluoromethyl)phenyl]-3-[(3-bromo-6-chloropyridin-2-yl)methyl]-4-methyl-1,3-oxazolidin-2-one), FC(C=1C=C(C=C(C1)C(F)(F)F)[C@@H]1[C@@H](N(C(O1)=O)CC1=NC(=CC=C1Br)Cl)C)(F)F ((4S,5R)-5-[3,5-bis(trifluoromethyl)phenyl]-3-[(3-bromo-6-chloropyridin-2-yl)methyl]-4-methyl-1,3-oxazolidin-2-one), COC1=CC=C(C=C1)C1=C(C(=C(C=C1)C(=O)OC)B1OC(C(O1)(C)C)(C)C)C (methyl 4′-methoxy-2-methyl-3-(4,4,5,5-tetramethyl-1,3,2-dioxaborolan-2-yl)biphenyl-4-carboxylate), C([O-])([O-])=O.[K+].[K+] (potassium carbonate). Reagents/catalysts: ClCCl.[Pd](Cl)Cl.C1(=CC=CC=C1)P([C-]1C=CC=C1)C1=CC=CC=C1.[C-]1(C=CC=C1)P(C1=CC=CC=C1)C1=CC=CC=C1.[Fe+2] (1,1′-bis(diphenylphosphino)ferrocene-palladium dichloride dichloromethane). Solvent: C(C)O (ethanol). The product is FC(C=1C=C(C=C(C1)C(F)(F)F)[C@@H]1[C@@H](N(C(O1)=O)CC1=NC(=CC=C1C=1C=C(C=CC1OC)C1=C(C=C(C=C1)C(=O)OC)C)Cl)C)(F)F (methyl 3′-[2-({(4S,5R)-5-[3,5-bis(trifluoromethyl)phenyl]-4-methyl-2-oxo-1,3-oxazolidin-3-yl}methyl)-6-chloropyridin-3-yl]-4′-methoxy-2-methylbiphenyl-4-carboxylate). Yield: 22.7%. RXN SMILES: [F:1][C:2]([F:30])([F:29])[C:3]1[CH:4]=[C:5]([C@H:13]2[O:17][C:16](=[O:18])[N:15]([CH2:19][C:20]3[C:25](Br)=[CH:24][CH:23]=[C:22]([Cl:27])[N:21]=3)[C@H:14]2[CH3:28])[CH:6]=[C:7]([C:9]([F:12])([F:11])[F:10])[CH:8]=1.[CH3:31][O:32][C:33]1[CH:38]=[CH:37][C:36]([C:39]2[CH:44]=[CH:43][C:42]([C:45]([O:47][CH3:48])=[O:46])=[C:41](B3OC(C)(C)C(C)(C)O3)[C:40]=2[CH3:58])=[CH:35][CH:34]=1.C(=O)([O-])[O-].[K+].[K+]>ClCCl.[Pd](Cl)Cl.C1(P(C2C=CC=CC=2)[C-]2C=CC=C2)C=CC=CC=1.[C-]1(P(C2C=CC=CC=2)C2C=CC=CC=2)C=CC=C1.[Fe+2].C(O)C>[F:1][C:2]([F:30])([F:29])[C:3]1[CH:4]=[C:5]([C@H:13]2[O:17][C:16](=[O:18])[N:15]([CH2:19][C:20]3[C:25]([C:34]4[CH:35]=[C:36]([C:39]5[CH:44]=[CH:43][C:42]([C:45]([O:47][CH3:48])=[O:46])=[CH:41][C:40]=5[CH3:58])[CH:37]=[CH:38][C:33]=4[O:32][CH3:31])=[CH:24][CH:23]=[C:22]([Cl:27])[N:21]=3)[C@H:14]2[CH3:28])[CH:6]=[C:7]([C:9]([F:12])([F:11])[F:10])[CH:8]=1 |f:2.3.4,5.6.7.8.9|. Reported procedure: (4S,5R)-5-[3,5-bis(3-trifluoromethyl)phenyl]-3-[(3-bromo-6-chloropyridin-2-yl)methyl]-4-methyl-1,3-oxazolidin-2-one (INTERMEDIATE 9) (500 mg, 0.966 mmol), methyl 4′-methoxy-2-methyl-3-(4,4,5,5-tetramethyl-1,3,2-dioxaborolan-2-yl)biphenyl-4-carboxylate (554 mg, 1.45 mmol), 1,1′-bis(diphenylphosphino)ferrocene-palladium dichloride dichloromethane adduct (158 mg, 20%), aqueous potassium carbonate (966 μL, 2M, 1.93 mmol) and ethanol (5 mL) were heated in an 80° C. oil bath for 1 h. Volatiles were th...